Dataset: the Open Reaction Database (ORD), a public repository of structured organic reaction records. Task: describe an organic reaction: reactants, conditions, products, and yield Reactants: NC=1C(=C(C(=C(C(=O)NC(CO)CO)C1I)I)C(=O)NC(CO)CO)I (5-Amino-N,N'-bis(1,3-dihydroxy-2-propyl)-2,4,6-triiodoisophthalamide), C1(=CC=C(C=C1)S(=O)(=O)O)C (p-toluenesulphonic acid), C(C)(=O)OC(C)=O (acetic anhydride). Conditions: time 2.5 hour. The product is C(C)(=O)NC=1C(=C(C(=C(C(=O)NC(CO)CO)C1I)I)C(=O)NC(CO)CO)I (5-Acetamido N,N'-bis(1,3-dihydroxy-2-propyl)-2,4,6-triiodoisophthalamide). RXN SMILES: [NH2:1][C:2]1[C:3]([I:26])=[C:4]([C:18]([NH:20][CH:21]([CH2:24][OH:25])[CH2:22][OH:23])=[O:19])[C:5]([I:17])=[C:6]([C:15]=1[I:16])[C:7]([NH:9][CH:10]([CH2:13][OH:14])[CH2:11][OH:12])=[O:8].C1(C)C=CC(S(O)(=O)=O)=CC=1.[C:38](OC(=O)C)(=[O:40])[CH3:39]>>[C:38]([NH:1][C:2]1[C:15]([I:16])=[C:6]([C:7]([NH:9][CH:10]([CH2:13][OH:14])[CH2:11][OH:12])=[O:8])[C:5]([I:17])=[C:4]([C:3]=1[I:26])[C:18]([NH:20][CH:21]([CH2:24][OH:25])[CH2:22][OH:23])=[O:19])(=[O:40])[CH3:39]. Procedure: 5-Amino-N,N'-bis(1,3-dihydroxy-2-propyl)-2,4,6-triiodoisophthalamide (300 g) was suspended in acetic anhydride (1.5 1) at 90° (in an oil bath) and then p-toluenesulphonic acid (3 g) was added. The mixture was heated for 41/2 hours and then cooled slowly to room temperature. The product was collected on a filter and washed with small amounts of acetic anhydride. Yield: 353 g. The product was suspended in a mixture of methanol (600 ml) and water (300 ml) at room temperature and the pH was adjusted...